From a dataset of the Open Reaction Database (ORD), a public repository of structured organic reaction records. describe an organic reaction: reactants, conditions, products, and yield Starting materials: C1COCCN1, O=[N+]([O-])c1ccc(Cl)cc1N1CCCCC1, O. Product: O=[N+]([O-])c1ccc(N2CCOCC2)cc1N1CCCCC1. Reaction SMILES: [CH2:17]1[CH2:18][O:19][CH2:20][CH2:21][NH:22]1.[Cl:1][c:2]1[cH:3][cH:4][c:5]([N+:14](=[O:15])[O-:16])[c:6]([N:8]2[CH2:9][CH2:10][CH2:11][CH2:12][CH2:13]2)[cH:7]1.[OH2:23]>>[c:2]1([N:22]2[CH2:17][CH2:18][O:19][CH2:20][CH2:21]2)[cH:3][cH:4][c:5]([N+:14](=[O:15])[O-:16])[c:6]([N:8]2[CH2:9][CH2:10][CH2:11][CH2:12][CH2:13]2)[cH:7]1. Reactants: C(#N)C1=CC=C(C=C1)B(O)O (4-cyanophenyl-boronic acid), amide, NC[C@](O)(C1CC1)C ((R)-α-(aminomethyl)-α-methyl-cyclopropanemethanol), BrC=1C(=NC=C(C(=O)O)C1)OCC1CC1 (5-bromo-6-cyclopropylmethoxy-nicotinic acid). The product is C(#N)C1=CC=C(C=C1)C=1C(=NC=C(C(=O)NC[C@](C)(O)C2CC2)C1)OCC1CC1 (5-(4-Cyano-phenyl)-N—((R)-2-cyclopropyl-2-hydroxy-propyl)-6-cyclopropylmethoxy-nicotinamide). As a reaction SMILES: Br[C:2]1[C:3]([O:11][CH2:12][CH:13]2[CH2:15][CH2:14]2)=[N:4][CH:5]=[C:6]([CH:10]=1)[C:7]([OH:9])=O.[C:16]([C:18]1[CH:23]=[CH:22][C:21](B(O)O)=[CH:20][CH:19]=1)#[N:17].[NH2:27][CH2:28][C@@:29]([CH3:34])([CH:31]1[CH2:33][CH2:32]1)[OH:30]>>[C:16]([C:18]1[CH:23]=[CH:22][C:21]([C:2]2[C:3]([O:11][CH2:12][CH:13]3[CH2:15][CH2:14]3)=[N:4][CH:5]=[C:6]([CH:10]=2)[C:7]([NH:27][CH2:28][C@@:29]([CH:31]2[CH2:33][CH2:32]2)([OH:30])[CH3:34])=[O:9])=[CH:20][CH:19]=1)#[N:17]. Procedure: The title compound was synthesized from 5-bromo-6-cyclopropylmethoxy-nicotinic acid (example 31 a) by Suzuki reaction with 4-cyanophenyl-boronic acid (in analogy to 31 c) and amide coupling with (R)-α-(aminomethyl)-α-methyl-cyclopropanemethanol (WO 2006/106054) (in analogy to example 31b), to give the title compound as a white solid, MS (ISP): 392.2 (M+H)+.